The task is: describe an organic reaction: reactants, conditions, products, and yield. This data is from the Open Reaction Database (ORD), a public repository of structured organic reaction records. Reactants: CC(C)(C)OC(=O)N1C(Cc2ccc(O)cc2)COC1(C)C, O=C([O-])[O-], Ic1ccc(Cc2ccccc2)cc1, CN(C)CC(=O)O, ClCCl, [Cs+], [Cs+], C1COCCO1. Reaction SMILES: [C:1]([CH3:2])([CH3:3])([CH3:4])[O:5][C:6](=[O:7])[N:8]1[C:9]([CH3:21])([CH3:22])[O:10][CH2:11][CH:12]1[CH2:13][c:14]1[cH:15][cH:16][c:17]([OH:20])[cH:18][cH:19]1.[C:44](=[O:45])([O-:46])[O-:47].[CH2:23]([c:24]1[cH:25][cH:26][cH:27][cH:28][cH:29]1)[c:30]1[cH:31][cH:32][c:33]([I:36])[cH:34][cH:35]1.[CH3:37][N:38]([CH2:39][C:40](=[O:41])[OH:42])[CH3:43].[Cl:56][CH2:57][Cl:58].[Cs+:48].[Cs+:49].[O:50]1[CH2:51][CH2:52][O:53][CH2:54][CH2:55]1>>[C:1]([CH3:2])([CH3:3])([CH3:4])[O:5][C:6](=[O:7])[N:8]1[C:9]([CH3:21])([CH3:22])[O:10][CH2:11][CH:12]1[CH2:13][c:14]1[cH:15][cH:16][c:17]([O:20][c:33]2[cH:32][cH:31][c:30]([CH2:23][c:24]3[cH:25][cH:26][cH:27][cH:28][cH:29]3)[cH:35][cH:34]2)[cH:18][cH:19]1. Yields the product CC(C)(C)OC(=O)N1C(Cc2ccc(Oc3ccc(Cc4ccccc4)cc3)cc2)COC1(C)C. As a reaction SMILES: [C:51]([O:52][CH2:53][CH3:54])(=[O:55])[CH3:56].[CH2:49]=[O:50].[CH3:57][OH:58].[Cl:1][c:2]1[c:3]([C:4](=[O:5])[O:6][CH2:7][N:8]2[S:9](=[O:10])(=[O:11])[c:12]3[cH:13][c:14]([O:23][CH3:24])[cH:15][c:16]([CH:20]([CH3:21])[CH3:22])[c:17]3[C:18]2=[O:19])[c:25]([Cl:48])[cH:26][cH:27][c:28]1[O:29][CH2:30][CH2:31][CH:32]1[CH2:33][CH2:34][N:35]([C:38]([O:39][CH2:40][c:41]2[cH:42][cH:43][cH:44][cH:45][cH:46]2)=[O:47])[CH2:36][CH2:37]1>>[Cl:1][c:2]1[c:3]([C:4](=[O:5])[O:6][CH2:7][N:8]2[S:9](=[O:10])(=[O:11])[c:12]3[cH:13][c:14]([O:23][CH3:24])[cH:15][c:16]([CH:20]([CH3:21])[CH3:22])[c:17]3[C:18]2=[O:19])[c:25]([Cl:48])[cH:26][cH:27][c:28]1[O:29][CH2:30][CH2:31][CH:32]1[CH2:33][CH2:34][N:35]([CH3:38])[CH2:36][CH2:37]1. The product is COc1cc(C(C)C)c2c(c1)S(=O)(=O)N(COC(=O)c1c(Cl)ccc(OCCC3CCN(C)CC3)c1Cl)C2=O. Reactants: CCOC(C)=O, C=O, CO, COc1cc(C(C)C)c2c(c1)S(=O)(=O)N(COC(=O)c1c(Cl)ccc(OCCC3CCN(C(=O)OCc4ccccc4)CC3)c1Cl)C2=O. Reported procedure: To a solution of 1-[4-(5,6,7,8-tetrahydropyrazolo[3,4-d]azepin-2(4H)-yl)phenyl]-2-pyrrolidinone (may be prepared as described in Description 22) (55 mg, 0.10 mmol) in dichloromethane (5 ml) was added cyclopropylacetaldehyde (26 mg, 0.30 mmol) and acetic acid (3 drops). The resulting mixture was stirred at room temperature, under argon, for 20 minutes. Sodium triacetoxyborohydride (64 mg, 0.30 mmol) was added and stirring continued for 18 hours. The resulting crude mixture was diluted with methan... The reagents and catalysts are C(C)(=O)O (acetic acid). The solvent is ClCCl (dichloromethane), CO (methanol). Product: C1(CC1)CN1CCC=2C(CC1)=CN(N2)C2=CC=C(C=C2)N2C(CCC2)=O (1-{4-[6-(Cyclopropylmethyl)-5,6,7,8-tetrahydropyrazolo[3,4-d]azepin-2(4H)-yl]phenyl}-2-pyrrolidinone). The reactants are N=1N(C=C2C1CCNCC2)C2=CC=C(C=C2)N2C(CCC2)=O (1-[4-(5,6,7,8-tetrahydropyrazolo[3,4-d]azepin-2(4H)-yl)phenyl]-2-pyrrolidinone), C1(CC1)CC=O (cyclopropylacetaldehyde), crude mixture, C(C)(=O)O[BH-](OC(C)=O)OC(C)=O.[Na+] (Sodium triacetoxyborohydride). Reaction SMILES: [N:1]1[N:2]([C:11]2[CH:16]=[CH:15][C:14]([N:17]3[CH2:21][CH2:20][CH2:19][C:18]3=[O:22])=[CH:13][CH:12]=2)[CH:3]=[C:4]2[CH2:10][CH2:9][NH:8][CH2:7][CH2:6][C:5]=12.[CH:23]1([CH2:26]C=O)[CH2:25][CH2:24]1.C(O[BH-](OC(=O)C)OC(=O)C)(=O)C.[Na+]>ClCCl.C(O)(=O)C.CO>[CH:23]1([CH2:26][N:8]2[CH2:9][CH2:10][C:4]3=[CH:3][N:2]([C:11]4[CH:12]=[CH:13][C:14]([N:17]5[CH2:21][CH2:20][CH2:19][C:18]5=[O:22])=[CH:15][CH:16]=4)[N:1]=[C:5]3[CH2:6][CH2:7]2)[CH2:25][CH2:24]1 |f:2.3|. Run at time 20 minute. Reactants: Cc1ccccc1, CN(C)C=O, Cl, O=C(O)c1ccc(C(F)(F)F)cc1O, N, O=S(Cl)Cl. As a reaction SMILES: [CH3:21][c:22]1[cH:23][cH:24][cH:25][cH:26][cH:27]1.[CH3:28][N:29]([CH3:30])[CH:31]=[O:32].[ClH:20].[F:5][C:6]([c:7]1[cH:8][c:9]([OH:16])[c:10]([C:11](=[O:12])[OH:13])[cH:14][cH:15]1)([F:17])[F:18].[NH3:19].[S:1]([Cl:2])([Cl:3])=[O:4]>>[F:5][C:6]([c:7]1[cH:8][c:9]([OH:16])[c:10]([C:11](=[O:12])[NH2:19])[cH:14][cH:15]1)([F:17])[F:18]. Product: NC(=O)c1ccc(C(F)(F)F)cc1O. The reactants are C(C)(C)(C)OC(=O)N1N=C(C(=C1)C(N)=NO)C (tert-butyl-4-(N′-hydroxycarbamimidoyl)-3-methyl-1H-pyrazole-1-carboxylate), anhydride acetic, CO (MeOH). The reagents and catalysts are [Pd] (Pd/C). Reaction conditions: time 6 hour. Product: C(C)(=O)O.CC1=NNC=C1C(=N)N (3-methyl-1H-pyrazole-4-carboxamidine acetate). Isolated yield 83.0%. RXN SMILES: C([O:5][C:6]([N:8]1[CH:12]=[C:11]([C:13](=[N:15]O)[NH2:14])[C:10]([CH3:17])=[N:9]1)=[O:7])(C)(C)C.[CH3:18]O>[Pd]>[C:6]([OH:5])(=[O:7])[CH3:18].[CH3:17][C:10]1[C:11]([C:13]([NH2:15])=[NH:14])=[CH:12][NH:8][N:9]=1 |f:3.4|. Reported procedure: A mixture of tert-butyl-4-(N′-hydroxycarbamimidoyl)-3-methyl-1H-pyrazole-1-carboxylate (7.91 mmol, 1.90 g), Pd/C (190 mg) and anhydride acetic (7.91 mmol, 0.81 g) in MeOH (50 mL) was stirred at room temperature for 6 hours under hydrogen atmosphere. After filtration and evaporation of the solvent, the crude product was triturated with Et2O and dried to yield 3-methyl-1H-pyrazole-4-carboxamidine acetate (1.21 g, 6.57 mmol, 83%) as a white solid. The reactants are FC(OC[C@@H](N)C1=CC=CC=C1)F ((S)-2-(difluoromethoxy)-1-phenylethanamine), Cl (HCl), [O-]C#N.[K+] (potassium cyanate). Run in O (water). Conditions: temperature 80 celsius. Product: FC(OC[C@H](C1=CC=CC=C1)NC(=O)N)F ((S)-1-(2-(difluoromethoxy)-1-phenylethyl)urea). RXN SMILES: [F:1][CH:2]([F:13])[O:3][CH2:4][C@H:5]([C:7]1[CH:12]=[CH:11][CH:10]=[CH:9][CH:8]=1)[NH2:6].Cl.[O-:15][C:16]#[N:17].[K+]>O>[F:1][CH:2]([F:13])[O:3][CH2:4][C@@H:5]([NH:6][C:16]([NH2:17])=[O:15])[C:7]1[CH:12]=[CH:11][CH:10]=[CH:9][CH:8]=1 |f:2.3|. Procedure: To a solution of (S)-2-(difluoromethoxy)-1-phenylethanamine (169 mg, 0.903 mmol) in water (6 ml), was added HCl (3.6 ml, 3.61 mmol) 1N and potassium cyanate (366 mg, 4.51 mmol). The reaction was heated at 80° C. for 2 hrs, then allowed to cool to ambient temperature overnight. The precipitate formed was filtered, washed with water, and dried under high vacuum to provide (S)-1-(2-(difluoromethoxy)-1-phenylethyl)urea MS: [M+H]+ m/z 231. 1H NMR (500 MHz, DMSO-d6) δ 7.42-7.30 (m, 4H), 7.29-7.17 (m, ... Starting materials: OCC1=NC(=C(C#N)C(=C1)C)OC (6-(hydroxymethyl)-2-methoxy-4-methylnicotinonitrile), product, dimeric side product. Reagents/catalysts: [Ni] (Raney Nickel). Solvent: CC(=O)O (HOAc), C(C)O (Ethanol). Yields the product NCC=1C(=CC(=NC1OC)CO)C ((5-(aminomethyl)-6-methoxy-4-methylpyridin-2-yl)methanol). Isolated yield 58.6%. As a reaction SMILES: [OH:1][CH2:2][C:3]1[CH:10]=[C:9]([CH3:11])[C:6]([C:7]#[N:8])=[C:5]([O:12][CH3:13])[N:4]=1>CC(O)=O.C(O)C.[Ni]>[NH2:8][CH2:7][C:6]1[C:9]([CH3:11])=[CH:10][C:3]([CH2:2][OH:1])=[N:4][C:5]=1[O:12][CH3:13]. Reported procedure: A clear solution of 6-(hydroxymethyl)-2-methoxy-4-methylnicotinonitrile (0.50 g, 2.81 mmol) in HOAc (5 mL) and Ethanol (20 mL) was treated on an H-Cube apparatus (50 psi, 40° C., 1 mL/min., Raney Nickel cartridge) for 18 hr overnight. LCMS showed that the reaction was complete (crude contained 57% product and 43% dimeric side product). The reaction was evaporated to dryness under vacuum. Purified by silica gel chromatography (Analogix, SF25-40 g, 0 to 12% (5% NH4OH in MeOH) in CH2Cl2) (step grad...